Dataset: the Open Reaction Database (ORD), a public repository of structured organic reaction records. Task: describe an organic reaction: reactants, conditions, products, and yield Starting materials: resultant mixture, solution, B(Br)(Br)Br (boron tribromide), FC(C(=O)O)(F)F (trifluoroacetic acid), C(C)N(C(=O)C=1C=CC=2C(C3=CC=C(C=C3OC2C1)OC)=C1CC2CCC(C1)N2)CC (9-(8-aza-bicyclo[3.2.1]oct-3-ylidene)-6-methoxy-9H-xanthene-3-carboxylic acid diethylamide), [OH-].[NH4+] (ammonium hydroxide). The solvent is ClCCl (dichloromethane), ClCCl (dichloromethane). Run at temperature 0 celsius. Yields the product C(C)N(C(=O)C=1C=CC=2C(C3=CC=C(C=C3OC2C1)O)=C1CC2CCC(C1)N2)CC (9-(8-Aza-bicyclo[3.2.1]oct-3-ylidene)-6-hydroxy-9H-xanthene-3-carboxylic acid diethylamide). Reaction SMILES: B(Br)(Br)Br.FC(F)(F)C(O)=O.[CH2:12]([N:14]([CH2:41][CH3:42])[C:15]([C:17]1[CH:18]=[CH:19][C:20]2[C:21](=[C:33]3[CH2:39][CH:38]4[NH:40][CH:35]([CH2:36][CH2:37]4)[CH2:34]3)[C:22]3[C:27]([O:28][C:29]=2[CH:30]=1)=[CH:26][C:25]([O:31]C)=[CH:24][CH:23]=3)=[O:16])[CH3:13].[OH-].[NH4+]>ClCCl>[CH2:41]([N:14]([CH2:12][CH3:13])[C:15]([C:17]1[CH:18]=[CH:19][C:20]2[C:21](=[C:33]3[CH2:39][CH:38]4[NH:40][CH:35]([CH2:36][CH2:37]4)[CH2:34]3)[C:22]3[C:27]([O:28][C:29]=2[CH:30]=1)=[CH:26][C:25]([OH:31])=[CH:24][CH:23]=3)=[O:16])[CH3:42] |f:3.4|. Procedure: A 1.0 M solution of boron tribromide in dichloromethane (2.14 mL, 2.14 mmol) was added to a solution of the trifluoroacetic acid salt of 9-(8-aza-bicyclo[3.2.1]oct-3-ylidene)-6-methoxy-9H-xanthene-3-carboxylic acid diethylamide (0.285 g, 0.535 mmol) in dichloromethane (10 mL) at 0° C. The resultant mixture was stirred at room temperature for 2 h. The mixture was cooled to 0° C., and treated with 10% aqueous ammonium hydroxide (˜20 mL). The organic layer was separated and the aqueous layer was ex... The reactants are FC(C(=O)O)(F)F (trifluoroacetic acid), C(C#CC)N1C(=NC2=C1C(N(N=C2)C)=O)N2CCN(CC2)C(=O)OC(C)(C)C (t-butyl 4-[1-(2-butynyl)-6-methyl-7-oxo-6,7-dihydro-1H-imidazo[4,5-d]pyridazin-2-yl]piperazine-1-carboxylate). Run in ClCCl (dichloromethane). Run at time 1 hour. Yields the product C(C#CC)N1C(=NC=2C=NN(C(C21)=O)C)N2CCNCC2 (3-(2-Butynyl)-5-methyl-2-(piperazin-1-yl)-3,5-dihydroimidazo[4,5-d]pyridazin-4-one). Isolated yield 75.8%. As a reaction SMILES: FC(F)(F)C(O)=O.[CH2:8]([N:12]1[C:16]2[C:17](=[O:22])[N:18]([CH3:21])[N:19]=[CH:20][C:15]=2[N:14]=[C:13]1[N:23]1[CH2:28][CH2:27][N:26](C(OC(C)(C)C)=O)[CH2:25][CH2:24]1)[C:9]#[C:10][CH3:11]>ClCCl>[CH2:8]([N:12]1[C:16]2[C:17](=[O:22])[N:18]([CH3:21])[N:19]=[CH:20][C:15]=2[N:14]=[C:13]1[N:23]1[CH2:24][CH2:25][NH:26][CH2:27][CH2:28]1)[C:9]#[C:10][CH3:11]. Reported procedure: 200 ml of trifluoroacetic acid was added to 200 ml of a dichloromethane solution containing 54.3 g of t-butyl 4-[1-(2-butynyl)-6-methyl-7-oxo-6,7-dihydro-1H-imidazo[4,5-d]pyridazin-2-yl]piperazine-1-carboxylate, and the mixture was stirred at room temperature for 1 hour. The mixture was concentrated under reduced pressure, the residue was dissolved in 500 ml of ethyl acetate. 1 L of 10% aqueous sodium bicarbonate solution was gradually added. Then, 1 L of ethyl acetate and 500 ml of a 5N aqueous... Reactants: O=C([O-])[O-], Cc1nc(-c2ccc(C(F)(F)F)cc2)sc1CCl, [Cs+], [Cs+], CN(C)C=O, O=C1CCc2ccc(O)cc2N1. The product is Cc1nc(-c2ccc(C(F)(F)F)cc2)sc1COc1ccc2c(c1)NC(=O)CC2. Reaction SMILES: [C:31](=[O:32])([O-:33])[O-:34].[Cl:13][CH2:14][c:15]1[c:16]([CH3:30])[n:17][c:18](-[c:20]2[cH:21][cH:22][c:23]([C:26]([F:27])([F:28])[F:29])[cH:24][cH:25]2)[s:19]1.[Cs+:35].[Cs+:36].[O:37]=[CH:38][N:39]([CH3:40])[CH3:41].[OH:1][c:2]1[cH:3][cH:4][c:5]2[c:10]([cH:11]1)[NH:9][C:8](=[O:12])[CH2:7][CH2:6]2>>[O:1]([c:2]1[cH:3][cH:4][c:5]2[c:10]([cH:11]1)[NH:9][C:8](=[O:12])[CH2:7][CH2:6]2)[CH2:14][c:15]1[c:16]([CH3:30])[n:17][c:18](-[c:20]2[cH:21][cH:22][c:23]([C:26]([F:27])([F:28])[F:29])[cH:24][cH:25]2)[s:19]1. The reactants are COC(=O)CCc1ccc(CN(C2CC(C)(C)CCNC2=O)S(=O)(=O)c2ccc(Cl)cc2)cc1, CO, [Na+], [OH-], O. The product is CC1(C)CCNC(=O)C(N(Cc2ccc(CCC(=O)O)cc2)S(=O)(=O)c2ccc(Cl)cc2)C1. Reaction SMILES: [CH3:1][O:2][C:3]([CH2:4][CH2:5][c:6]1[cH:7][cH:8][c:9]([CH2:12][N:13]([CH:14]2[C:15](=[O:23])[NH:16][CH2:17][CH2:18][C:19]([CH3:21])([CH3:22])[CH2:20]2)[S:24](=[O:25])(=[O:26])[c:27]2[cH:28][cH:29][c:30]([Cl:33])[cH:31][cH:32]2)[cH:10][cH:11]1)=[O:34].[CH3:37][OH:38].[Na+:36].[OH-:35].[OH2:39]>>[O:2]=[C:3]([CH2:4][CH2:5][c:6]1[cH:7][cH:8][c:9]([CH2:12][N:13]([CH:14]2[C:15](=[O:23])[NH:16][CH2:17][CH2:18][C:19]([CH3:21])([CH3:22])[CH2:20]2)[S:24](=[O:25])(=[O:26])[c:27]2[cH:28][cH:29][c:30]([Cl:33])[cH:31][cH:32]2)[cH:10][cH:11]1)[OH:34]. The reactants are CCCCO, CC(C)O, Clc1ccc(C(=C2CCNCC2)c2ccc(Cl)cc2)cc1, COc1cc(C(C)=O)ccc1OCCCCl, [I-], [K+]. Yields the product COc1cc(C(C)=O)ccc1OCCCN1CCC(=C(c2ccc(Cl)cc2)c2ccc(Cl)cc2)CC1. Reaction SMILES: [CH2:44]([OH:45])[CH2:46][CH2:47][CH3:48].[CH:40]([OH:41])([CH3:42])[CH3:43].[Cl:1][c:2]1[cH:3][cH:4][c:5]([C:8](=[C:9]2[CH2:10][CH2:11][NH:12][CH2:13][CH2:14]2)[c:15]2[cH:16][cH:17][c:18]([Cl:21])[cH:19][cH:20]2)[cH:6][cH:7]1.[Cl:22][CH2:23][CH2:24][CH2:25][O:26][c:27]1[c:28]([O:36][CH3:37])[cH:29][c:30]([C:33]([CH3:34])=[O:35])[cH:31][cH:32]1.[I-:39].[K+:38]>>[Cl:1][c:2]1[cH:3][cH:4][c:5]([C:8](=[C:9]2[CH2:10][CH2:11][N:12]([CH2:23][CH2:24][CH2:25][O:26][c:27]3[c:28]([O:36][CH3:37])[cH:29][c:30]([C:33]([CH3:34])=[O:35])[cH:31][cH:32]3)[CH2:13][CH2:14]2)[c:15]2[cH:16][cH:17][c:18]([Cl:21])[cH:19][cH:20]2)[cH:6][cH:7]1. Reactants: C=C(CC)c1cc2cc(OC)ccc2n1COC, Cc1ccc(N2C(=O)C=CC2=O)cc1, Cc1ccccc1C. The product is CCC1CC2C(=O)N(c3ccc(C)cc3)C(=O)C2c2c1n(COC)c1ccc(OC)cc21. As a reaction SMILES: [CH2:1]=[C:2]([CH2:3][CH3:4])[c:5]1[n:6]([CH2:16][O:17][CH3:18])[c:7]2[cH:8][cH:9][c:10]([O:14][CH3:15])[cH:11][c:12]2[cH:13]1.[CH3:19][c:20]1[cH:21][cH:22][c:23]([N:26]2[C:27](=[O:32])[CH:28]=[CH:29][C:30]2=[O:31])[cH:24][cH:25]1.[c:33]1([CH3:34])[c:35]([CH3:36])[cH:37][cH:38][cH:39][cH:40]1>>[CH2:1]1[CH:2]([CH2:3][CH3:4])[c:5]2[n:6]([CH2:16][O:17][CH3:18])[c:7]3[cH:8][cH:9][c:10]([O:14][CH3:15])[cH:11][c:12]3[c:13]2[CH:29]2[CH:28]1[C:27](=[O:32])[N:26]([c:23]1[cH:22][cH:21][c:20]([CH3:19])[cH:25][cH:24]1)[C:30]2=[O:31]. The reactants are C(C)(C)(C)C=1N=C(C2=C(N1)N(N=N2)CC)N2CC(CC2)(F)F (5-tert-Butyl-7-(3,3-difluoro-pyrrolidin-1-yl)-3-ethyl-3H-[1,2,3]triazolo[4,5-d]pyrimidine), C(C)(C)(C)C=1N=C(C2=C(N1)NN=N2)N2CC1(COC1)C2 (5-tert-Butyl-7-(2-oxa-6-aza-spiro[3.3]hept-6-yl)-3H-[1,2,3]triazolo[4,5-d]pyrimidine), Cl.ClCC1=NN=C(N1C)C (3-(chloromethyl)-4,5-dimethyl-4H-1,2,4-triazole hydrochloride). Product: C(C)(C)(C)C=1N=C(C2=C(N1)N(N=N2)CC2=NN=C(N2C)C)N2CC1(COC1)C2 (5-tert-Butyl-3-(4,5-dimethyl-4H-[1,2,4]triazol-3-ylmethyl)-7-(2-oxa-6-aza-spiro[3.3]hept-6-yl)-3H-[1,2,3]triazolo[4,5-d]pyrimidine). As a reaction SMILES: C(C1N=C(N2CCC(F)(F)C2)C2N=NN(CC)C=2N=1)(C)(C)C.[C:23]([C:27]1[N:28]=[C:29]([N:36]2[CH2:42][C:38]3([CH2:41][O:40][CH2:39]3)[CH2:37]2)[C:30]2[N:35]=[N:34][NH:33][C:31]=2[N:32]=1)([CH3:26])([CH3:25])[CH3:24].Cl.Cl[CH2:45][C:46]1[N:50]([CH3:51])[C:49]([CH3:52])=[N:48][N:47]=1>>[C:23]([C:27]1[N:28]=[C:29]([N:36]2[CH2:37][C:38]3([CH2:39][O:40][CH2:41]3)[CH2:42]2)[C:30]2[N:35]=[N:34][N:33]([CH2:45][C:46]3[N:50]([CH3:51])[C:49]([CH3:52])=[N:48][N:47]=3)[C:31]=2[N:32]=1)([CH3:26])([CH3:24])[CH3:25] |f:2.3|. Reported procedure: In analogy to the procedure described for the synthesis of 5-tert-butyl-7-(3,3-difluoropyrrolidin-1-yl)-3-ethyl-3H-[1,2,3]triazolo[4,5-d]pyrimidine (example 61), the title compound was prepared from 5-tert-Butyl-7-(2-oxa-6-aza-spiro[3.3]hept-6-yl)-3H-[1,2,3]triazolo[4,5-d]pyrimidine and 3-(chloromethyl)-4,5-dimethyl-4H-1,2,4-triazole hydrochloride and isolated as white solid. MS (m/e): 384.3 (MH+).